Dataset: the Open Reaction Database (ORD), a public repository of structured organic reaction records. Task: describe an organic reaction: reactants, conditions, products, and yield The reactants are N1=CC(=CC=C1)C1SCC(N1)C(=O)O (2-(3-Pyridyl)thiazolidine-4-carboxylic acid), C(CCCCCCCCC)N (decylamine). Yields the product C(CCCCCCCCC)NC(=O)C1NC(SC1)C=1C=NC=CC1 (N-decyl-2-(3-pyridyl)thiazolidine-4-carboxamide). As a reaction SMILES: [N:1]1[CH:6]=[CH:5][CH:4]=[C:3]([CH:7]2[NH:11][CH:10]([C:12]([OH:14])=O)[CH2:9][S:8]2)[CH:2]=1.[CH2:15]([NH2:25])[CH2:16][CH2:17][CH2:18][CH2:19][CH2:20][CH2:21][CH2:22][CH2:23][CH3:24]>>[CH2:15]([NH:25][C:12]([CH:10]1[CH2:9][S:8][CH:7]([C:3]2[CH:2]=[N:1][CH:6]=[CH:5][CH:4]=2)[NH:11]1)=[O:14])[CH2:16][CH2:17][CH2:18][CH2:19][CH2:20][CH2:21][CH2:22][CH2:23][CH3:24]. Procedure details: 2-(3-Pyridyl)thiazolidine-4-carboxylic acid and decylamine were used as the starting materials and treated the same manner as in Example 39 to give N-decyl-2-(3-pyridyl)thiazolidine-4-carboxamide. Yield, 80%. Melting point 88° C.